From a dataset of the Open Reaction Database (ORD), a public repository of structured organic reaction records. describe an organic reaction: reactants, conditions, products, and yield Starting materials: C(C1=CC=CC=C1)=C1C[C@H](N(C1)C(=O)OC(C)(C)C)C(=O)O ((2S,4EZ)-4benzylidene-1-(tert-butoxycarbonyl)-2-pyrrolidinecarboxylic acid), C(C1=CC=CC=C1)(=O)Cl (benzoyl chloride), C(C)N1C2=CC=CC=C2C=2C=C(C=CC12)N (9-ethyl-9H-carbazol-3-amine). Yields the product C(C1=CC=CC=C1)(=O)N1[C@@H](CC(C1)=CC1=CC=CC=C1)C(=O)NC=1C=CC=2N(C3=CC=CC=C3C2C1)CC ((2S,4EZ)-1-benzoyl-4-benzylidene-N-(9-ethyl-9H-carbazol-3-yl)-2-pyrrolidinecarboxamide). As a reaction SMILES: [CH:1](=[C:8]1[CH2:12][N:11]([C:13]([O:15]C(C)(C)C)=O)[C@H:10]([C:20]([OH:22])=O)[CH2:9]1)[C:2]1[CH:7]=[CH:6][CH:5]=[CH:4][CH:3]=1.C(Cl)(=O)[C:24]1[CH:29]=[CH:28][CH:27]=[CH:26][CH:25]=1.[CH2:32]([N:34]1[C:46]2[CH:45]=[CH:44][C:43]([NH2:47])=[CH:42][C:41]=2[C:40]2[C:35]1=[CH:36][CH:37]=[CH:38][CH:39]=2)[CH3:33]>>[C:13]([N:11]1[CH2:12][C:8](=[CH:1][C:2]2[CH:3]=[CH:4][CH:5]=[CH:6][CH:7]=2)[CH2:9][C@H:10]1[C:20]([NH:47][C:43]1[CH:44]=[CH:45][C:46]2[N:34]([CH2:32][CH3:33])[C:35]3[C:40]([C:41]=2[CH:42]=1)=[CH:39][CH:38]=[CH:37][CH:36]=3)=[O:22])(=[O:15])[C:24]1[CH:29]=[CH:28][CH:27]=[CH:26][CH:25]=1. Procedure: Following the general method as outlined in Example 22, starting from (2S,4EZ)-4benzylidene-1-(tert-butoxycarbonyl)-2-pyrrolidinecarboxylic acid, benzoyl chloride, and 9-ethyl-9H-carbazol-3-amine the title compound was obtained in 81% purity by LC/MS. MS(ESI+): m/z=500.4. The reactants are C(OCC)(OCC)OCC (Triethyl orthoformate), B(F)(F)F.CCOCC (BF3.Et2O), BrC1=C2CCC(C2=C(C=C1)OC)=O (4-Bromo-7-methoxy-2,3-dihydro-1H-inden-1-one), C(C)(C)N(CC)C(C)C (diisopropyl ethyl amine). Run in C(Cl)Cl (methylene chloride), C(Cl)Cl (methylene chloride). Reaction conditions: temperature 0 celsius. The product is C(C)OC(C1C(C2=C(C=CC(=C2C1)Br)OC)=O)OCC (4-Bromo-7-methoxy-1-oxo-2,3-dihydro-1H-indene-2-carboxaldehyde diethy acetal). RXN SMILES: [CH:1]([O:8][CH2:9][CH3:10])([O:5][CH2:6][CH3:7])OCC.B(F)(F)F.CCOCC.[Br:20][C:21]1[CH:29]=[CH:28][C:27]([O:30][CH3:31])=[C:26]2[C:22]=1[CH2:23][CH2:24][C:25]2=[O:32].C(N(C(C)C)CC)(C)C>C(Cl)Cl>[CH2:9]([O:8][CH:1]([O:5][CH2:6][CH3:7])[CH:24]1[CH2:23][C:22]2[C:26](=[C:27]([O:30][CH3:31])[CH:28]=[CH:29][C:21]=2[Br:20])[C:25]1=[O:32])[CH3:10] |f:1.2|. Procedure details: Triethyl orthoformate (16.5 ml) was cooled to -30° C. and 15.0 ml BF3.Et2O in 50 ml methylene chloride was added. The reaction was warmed to 0° C. for 15 min, and then cooled to -78° C. To the reaction was added 12.05 g of the product from Example 34 in 50 ml methylene chloride, followed by dropwise addition of 19.4 ml diisopropyl ethyl amine. The reaction was then warmed to -15° C. for 2 h, then quenched in 5% NaHCO3 solution and extracted with methylene chloride. The organic extracts were wash...